From a dataset of the Open Reaction Database (ORD), a public repository of structured organic reaction records. describe an organic reaction: reactants, conditions, products, and yield Starting materials: O (H2O), BrC=1C=NC2=CC=CC=C2C1 (3-bromoquinoline), C[Si](C)(C)C#C (trimethylsilylacetylene), cuprous iodide, TEA. Reagents/catalysts: Cl[Pd]([P](C1=CC=CC=C1)(C2=CC=CC=C2)C3=CC=CC=C3)([P](C4=CC=CC=C4)(C5=CC=CC=C5)C6=CC=CC=C6)Cl (trans-dichlorobis(triphenylphosphine)palladium). Solvent: CCOCC (Et2O). Run at temperature 70 celsius. Product: C[Si](C)(C)C#CC=1C=NC2=CC=CC=C2C1 (3-(trimethylsilylethynyl)quinoline). As a reaction SMILES: Br[C:2]1[CH:3]=[N:4][C:5]2[C:10]([CH:11]=1)=[CH:9][CH:8]=[CH:7][CH:6]=2.[CH3:12][Si:13]([C:16]#[CH:17])([CH3:15])[CH3:14].O>Cl[Pd](Cl)([P](C1C=CC=CC=1)(C1C=CC=CC=1)C1C=CC=CC=1)[P](C1C=CC=CC=1)(C1C=CC=CC=1)C1C=CC=CC=1.CCOCC>[CH3:12][Si:13]([C:16]#[C:17][C:2]1[CH:3]=[N:4][C:5]2[C:10]([CH:11]=1)=[CH:9][CH:8]=[CH:7][CH:6]=2)([CH3:15])[CH3:14] |^1:21,40|. Procedure details: A mixture of 3-bromoquinoline (10.40 g, 0.05 mol), trimethylsilylacetylene (8.48 mL, 0.06 mol), cuprous iodide (0.5 g) and trans-dichlorobis(triphenylphosphine)palladium (1 g) and TEA (15 mL) was heated at 70° C. in a sealed tube for 1 h. H2O (150 mL) was added, followed by Et2O (300 mL). The organic layer was separated and the aqueous layer extracted with Et2O (200 mL). The combined organic layers were dried (Na2SO4) and concentrated. The residue was purified by flash column chromatography (elu... Starting materials: C(C)(=O)[O-].[Na+] (Sodium acetate), FC(OC1=CC=C(C=C1)N1N=C(N=C1)C=1C=C(C=CC1)CCCN)(F)F (3-(3-(1-(4-(trifluoromethoxy)phenyl)-1H-1,2,4-triazol-3-yl)phenyl)propan-1-amine), C(C)C1=C(C(=CC=C1)C)NC(=S)N (1-(2-ethyl-6-methylphenyl)thiourea). Yields the product C(C)C1=C(C(=CC=C1)C)NC(=S)NC(=O)NCCCC1=CC(=CC=C1)C1=NN(C=N1)C1=CC=C(C=C1)OC(F)(F)F (1-[(2-ethyl-6-methyl-phenyl)carbamothioyl]-3-[3-[3-[1-[4-(trifluoromethoxy)phenyl]-1H-1,2,4-triazol-3-yl]phenyl]propyl]urea), solid. Isolated yield 47.0%. As a reaction SMILES: [F:1][C:2]([F:26])([F:25])[O:3][C:4]1[CH:9]=[CH:8][C:7]([N:10]2[CH:14]=[N:13][C:12]([C:15]3[CH:16]=[C:17]([CH2:21][CH2:22][CH2:23][NH2:24])[CH:18]=[CH:19][CH:20]=3)=[N:11]2)=[CH:6][CH:5]=1.[CH2:27]([C:29]1[CH:34]=[CH:33][CH:32]=[C:31]([CH3:35])[C:30]=1[NH:36][C:37]([NH2:39])=[S:38])[CH3:28].[C:40]([O-])(=[O:42])C.[Na+]>>[CH2:27]([C:29]1[CH:34]=[CH:33][CH:32]=[C:31]([CH3:35])[C:30]=1[NH:36][C:37]([NH:39][C:40]([NH:24][CH2:23][CH2:22][CH2:21][C:17]1[CH:18]=[CH:19][CH:20]=[C:15]([C:12]2[N:13]=[CH:14][N:10]([C:7]3[CH:6]=[CH:5][C:4]([O:3][C:2]([F:1])([F:25])[F:26])=[CH:9][CH:8]=3)[N:11]=2)[CH:16]=1)=[O:42])=[S:38])[CH3:28] |f:2.3|. Procedure: The title compound was prepared as described in Example 63 using 3-(3-(1-(4-(trifluoromethoxy)phenyl)-1H-1,2,4-triazol-3-yl)phenyl)propan-1-amine (CA18) and 1-(2-ethyl-6-methylphenyl)thiourea (CA39). Sodium acetate was used in place of sodium bicarbonate. The title compound was isolated as a white solid (0.154 g, 47%): 1H NMR (400 MHz, DMSO-d6) δ 11.59 (s, 1H), 10.07 (s, 1H), 9.41 (s, 1H), 8.13-8.05 (m, 2H), 8.03-7.92 (m, 2H), 7.62 (dt, J=7.8, 1.1 Hz, 2H), 7.46 (t, J=7.6 Hz, 1H), 7.36 (dt, J=7.7... The reactants are Cl.COC1=CC=C2C(CN(CC2=C1)C)C1=CC(=CC=C1)[N+](=O)[O-] (rac.-1,2,3,4-tetrahydro-7-methoxy-2-methyl-4-(3-nitrophenyl)isoquinoline hydrochloride), Br (hydrogen bromide). Product: Cl.CN1CC2=CC(=CC=C2C(C1)C1=CC(=CC=C1)[N+](=O)[O-])O (rac.-1,2,3,4-tetrahydro-2-methyl-4-(3-nitrophenyl)-7-isoquinolinol hydrochloride). As a reaction SMILES: [ClH:1].C[O:3][C:4]1[CH:13]=[C:12]2[C:7]([CH:8]([C:15]3[CH:20]=[CH:19][CH:18]=[C:17]([N+:21]([O-:23])=[O:22])[CH:16]=3)[CH2:9][N:10]([CH3:14])[CH2:11]2)=[CH:6][CH:5]=1.Br>>[ClH:1].[CH3:14][N:10]1[CH2:9][CH:8]([C:15]2[CH:20]=[CH:19][CH:18]=[C:17]([N+:21]([O-:23])=[O:22])[CH:16]=2)[C:7]2[C:12](=[CH:13][C:4]([OH:3])=[CH:5][CH:6]=2)[CH2:11]1 |f:0.1,3.4|. Procedure: The free base obtained from 4.0 g. of rac.-1,2,3,4-tetrahydro-7-methoxy-2-methyl-4-(3-nitrophenyl)isoquinoline hydrochloride is heated to 150°C. (bath-temperature) for 1.5 hours with 60 ml. of 48% hydrogen bromide solution. After concentration and partitioning between sodium bicarbonate solution and ethyl acetate, acidification with ethanolic hydrogen chloride, crystallization with ether and recrystallization from methanol-ether, there is obtained colorless rac.-1,2,3,4-tetrahydro-2-methyl-4-(3-... Run at temperature 100 celsius, time 4 hour. The product is CC1=C(C(=CC(=C1)[N+](=O)[O-])C)N1C(C(=CC=C1)C=C)=O (1-(2,6-Dimethyl-4-nitrophenyl)-3-vinylpyridin-2(1H)-one). Solvent: O1CCOCC1 (dioxane). Reaction SMILES: Br[C:2]1[C:3](=[O:19])[N:4]([C:8]2[C:13]([CH3:14])=[CH:12][C:11]([N+:15]([O-:17])=[O:16])=[CH:10][C:9]=2[CH3:18])[CH:5]=[CH:6][CH:7]=1.[CH2:20](C([Sn])=C(CCCC)CCCC)[CH2:21]CC>O1CCOCC1.C1C=CC([P]([Pd]([P](C2C=CC=CC=2)(C2C=CC=CC=2)C2C=CC=CC=2)([P](C2C=CC=CC=2)(C2C=CC=CC=2)C2C=CC=CC=2)[P](C2C=CC=CC=2)(C2C=CC=CC=2)C2C=CC=CC=2)(C2C=CC=CC=2)C2C=CC=CC=2)=CC=1>[CH3:18][C:9]1[CH:10]=[C:11]([N+:15]([O-:17])=[O:16])[CH:12]=[C:13]([CH3:14])[C:8]=1[N:4]1[CH:5]=[CH:6][CH:7]=[C:2]([CH:20]=[CH2:21])[C:3]1=[O:19] |^1:21,44,46,65,84|. Reactants: BrC=1C(N(C=CC1)C1=C(C=C(C=C1C)[N+](=O)[O-])C)=O (3-Bromo-1-(2,6-dimethyl-4-nitrophenyl)pyridin-2(1H)-one), C(CCC)C(=C(CCCC)CCCC)[Sn] (tributylvinyltin). Reagents/catalysts: C=1C=CC(=CC1)[P](C=2C=CC=CC2)(C=3C=CC=CC3)[Pd]([P](C=4C=CC=CC4)(C=5C=CC=CC5)C=6C=CC=CC6)([P](C=7C=CC=CC7)(C=8C=CC=CC8)C=9C=CC=CC9)[P](C=1C=CC=CC1)(C=1C=CC=CC1)C=1C=CC=CC1 (tetrakis(triphenylphosphine)palladium). Reported procedure: 132 g (408 mmol) of the compound from Example 59A (alternative synthesis) are dissolved in 1.27 l of anhydrous dioxane, 136 g (428 mmol) of tributylvinyltin and 9.44 g (8.17 mmol) of tetrakis(triphenylphosphine)palladium are added and the mixture is stirred at 100° C. for 4 h. The mixture is allowed to cool and filtered through kieselguhr. The mixture is concentrated to dryness under reduced pressure. The residue is dissolved in dichloromethane and purified by chromatography on silica gel (petro... Reactants: CN(C)C=O, Cc1cccc2c1OC(C)(C)C2, [Na+], [OH-], O, O=P(Cl)(Cl)Cl. Product: Cc1cc(C=O)cc2c1OC(C)(C)C2. As a reaction SMILES: [CH3:21][N:22]([CH:23]=[O:24])[CH3:25].[CH3:6][C:7]1([CH3:17])[O:8][c:9]2[c:10]([cH:12][cH:13][cH:14][c:15]2[CH3:16])[CH2:11]1.[Na+:20].[OH-:19].[OH2:18].[P:1]([Cl:2])([Cl:3])([Cl:4])=[O:5]>>[CH3:6][C:7]1([CH3:17])[O:8][c:9]2[c:10]([cH:12][c:13]([CH:23]=[O:24])[cH:14][c:15]2[CH3:16])[CH2:11]1. Reactants: FC=1C=C(C(=O)Cl)C=CC1F (3,4-difluorobenzoyl chloride), Cl.CNOC (N,O-dimethylhydroxylamine hydrochloride), N1=CC=CC=C1 (pyridine). Run in CCOC(=O)C (EtOAc), C(Cl)(Cl)Cl (chloroform). Run at time 2 hour. Product: FC=1C=C(C(=O)N(C)OC)C=CC1F (3,4-Difluoro-N-methoxy-N-methyl benzamide). As a reaction SMILES: [F:1][C:2]1[CH:3]=[C:4]([CH:8]=[CH:9][C:10]=1[F:11])[C:5](Cl)=[O:6].Cl.[CH3:13][NH:14][O:15][CH3:16].N1C=CC=CC=1>C(Cl)(Cl)Cl.CCOC(C)=O>[F:1][C:2]1[CH:3]=[C:4]([CH:8]=[CH:9][C:10]=1[F:11])[C:5]([N:14]([O:15][CH3:16])[CH3:13])=[O:6] |f:1.2|. Procedure: To a solution of 3,4-difluorobenzoyl chloride (5.25 g) in chloroform (30 mL) at 0° C. was added N,O-dimethylhydroxylamine hydrochloride (3.2 g) followed by pyridine (5.8 mL) dropwise. The mixture was stirred at r.t. for 2 hr, diluted with EtOAc, washed with HCl 1N, with H2O, saturated NaCHO3 sol., brine, dried (MgSO4) and the solvents evaporated to give the title product. The reactants are CC(N=C=O)c1ccc(Br)cc1, C1CCC2=NCCCN2CC1, C1CCOC1, CCOC(C)=O, C=C(C)CC(O)(CCCl)c1ccccc1. The product is C=C(C)CC1(c2ccccc2)CCN(C(C)c2ccc(Br)cc2)C(=O)O1. As a reaction SMILES: [Br:16][c:17]1[cH:18][cH:19][c:20]([CH:23]([CH3:24])[N:25]=[C:26]=[O:27])[cH:21][cH:22]1.[CH2:28]1[CH2:29][CH2:30][C:31]2=[N:36][CH2:35][CH2:34][CH2:33][N:32]2[CH2:37][CH2:38]1.[CH2:39]1[O:40][CH2:41][CH2:42][CH2:43]1.[CH3:44][CH2:45][O:46][C:47]([CH3:48])=[O:49].[Cl:1][CH2:2][CH2:3][C:4]([CH2:5][C:6](=[CH2:7])[CH3:8])([OH:9])[c:10]1[cH:11][cH:12][cH:13][cH:14][cH:15]1>>[CH2:2]1[CH2:3][C:4]([CH2:5][C:6](=[CH2:7])[CH3:8])([c:10]2[cH:11][cH:12][cH:13][cH:14][cH:15]2)[O:9][C:26](=[O:27])[N:25]1[CH:23]([c:20]1[cH:19][cH:18][c:17]([Br:16])[cH:22][cH:21]1)[CH3:24]. The reactants are C(C)C(C1=CC=CC=C1)(NC=1C2=CC=CC=C2C=C2C=CC=CC12)CC.CP([O-])([O-])=O (diethyl (9-anthracyl)-N-benzylamine methylphosphonate). Run in Cl (hydrochloric acid). Product: C1=CC=CC2=CC3=CC=CC=C3C(=C12)NCC1=CC=CC=C1.CP(O)(O)=O ((9-anthracyl)-N-benzylamine methylphosphonic acid). Isolated yield 103.9%. Reaction SMILES: C([C:3](CC)([NH:10][C:11]1[C:12]2[C:17]([CH:18]=[C:19]3[C:24]=1[CH:23]=[CH:22][CH:21]=[CH:20]3)=[CH:16][CH:15]=[CH:14][CH:13]=2)[C:4]1[CH:9]=[CH:8][CH:7]=[CH:6][CH:5]=1)C.[CH3:27][P:28](=[O:31])([O-:30])[O-:29]>Cl>[CH:23]1[C:24]2[C:19](=[CH:18][C:17]3[C:12]([C:11]=2[NH:10][CH2:3][C:4]2[CH:9]=[CH:8][CH:7]=[CH:6][CH:5]=2)=[CH:13][CH:14]=[CH:15][CH:16]=3)[CH:20]=[CH:21][CH:22]=1.[CH3:27][P:28](=[O:29])([OH:31])[OH:30] |f:0.1,3.4|. Procedure details: A mixture of diethyl (9-anthracyl)-N-benzylamine-methylphosphonate (0.44 g) and Analar concentrated hydrochloric acid (10 ml) was stirred at gentle reflux for 5 h. Cooled, the solvent was then removed under reduced pressure. Water (10 ml) was added and the solvent was removed under reduced pressure. This was repeated a further four times to give (9-anthracyl)-N-benzylamine-methylphosphonic acid as a white solid (0.4 g), m.p. 168-170° C., λex (EtOH, nm) 332, λem 425. Starting materials: ClC=1C=C2C(=NC1I)N=C(N2COCC[Si](C)(C)C)O[C@@H]2CO[C@H]1[C@@H]2OC[C@H]1O ((3R,3aR,6R,6aR)-6-((6-chloro-5-iodo-1-((2-(trimethylsilyl)-ethoxy)methyl)-1H-imidazo[4,5-b]pyridin-2-yl)oxy)hexahydrofuro[3,2-b]furan-3-ol), ClC=1C=C2C(=NC1I)N=C(N2COCC[Si](C)(C)C)O[C@@H]2CO[C@H]1[C@@H]2OC[C@H]1O ((3R,3aR,6R,6aR)-6-((6-chloro-5-iodo-1-((2-(trimethylsilyl)-ethoxy)methyl)-1H-imidazo[4,5-b]pyridin-2-yl)oxy)hexahydrofuro[3,2-b]furan-3-ol), C1(=CC=CC=C1)C1CCNCC1 (4-phenylpiperidine), N1[C@H](C(=O)O)CCC1 (L-proline), cuprous iodide, C([O-])([O-])=O.[K+].[K+] (potassium carbonate). Run in C(C)(=O)OCC (ethyl acetate), CS(=O)C (DMSO). Reaction conditions: temperature 90 celsius. Product: ClC=1C=C2C(=NC1N1CCC(CC1)C1=CC=CC=C1)N=C(N2)O[C@@H]2CO[C@H]1[C@@H]2OC[C@H]1O ((3R,3aR,6R,6aR)-6-((6-chloro-5-(4-phenylpiperidin-1-yl)-1H-imidazo[4,5-b]pyridin-2-yl)oxy)hexahydrofuro[3,2-b]furan-3-ol). Reaction SMILES: [Cl:1][C:2]1[CH:3]=[C:4]2[N:11](COCC[Si](C)(C)C)[C:10]([O:20][C@H:21]3[C@H:25]4[O:26][CH2:27][C@@H:28]([OH:29])[C@H:24]4[O:23][CH2:22]3)=[N:9][C:5]2=[N:6][C:7]=1I.[C:30]1([CH:36]2[CH2:41][CH2:40][NH:39][CH2:38][CH2:37]2)[CH:35]=[CH:34][CH:33]=[CH:32][CH:31]=1.N1CCC[C@H]1C(O)=O.C(=O)([O-])[O-].[K+].[K+]>C(OCC)(=O)C.CS(C)=O>[Cl:1][C:2]1[CH:3]=[C:4]2[NH:11][C:10]([O:20][C@H:21]3[C@H:25]4[O:26][CH2:27][C@@H:28]([OH:29])[C@H:24]4[O:23][CH2:22]3)=[N:9][C:5]2=[N:6][C:7]=1[N:39]1[CH2:40][CH2:41][CH:36]([C:30]2[CH:35]=[CH:34][CH:33]=[CH:32][CH:31]=2)[CH2:37][CH2:38]1 |f:3.4.5|. Procedure details: A 2 dram vial was charged with (3R,3aR,6R,6aR)-6-((6-chloro-5-iodo-1-((2-(trimethylsilyl)-ethoxy)methyl)-1H-imidazo[4,5-b]pyridin-2-yl)oxy)hexahydrofuro[3,2-b]furan-3-ol (Intermediate 3, 300 mg, 0.542 mmol), 4-phenylpiperidine (96 mg, 0.596 mmol), L-proline (12.47 mg, 0.108 mmol), cuprous iodide (10.32 mg, 0.054 mmol), potassium carbonate (150 mg, 1.083 mmol), and DMSO (1354 μl). The reaction vial under nitrogen was placed in a heating block set to 70° C. and then heated to 90° C. for 16 hours. ...